Dataset: the Open Reaction Database (ORD), a public repository of structured organic reaction records. Task: describe an organic reaction: reactants, conditions, products, and yield Procedure: To a solution of 3-bromo-8-[2,6-dichloro-3-[N-(N-mesyloxyacetylglycyl)-N-methylamino]benzyloxy]-2-methylimidazo[1,2-a]pyridine (100 mg) in methanol (2 ml) was added sodium methoxide (317 mg), and the mixture was stirred for 1 hour. Sodium methoxide (200 mg) was added thereto, and the mixture was stirred for 3 hours. To the reaction mixture was added water, and the mixture was extracted with methylene chloride 3 times. The extracts were combined, washed with brine, dried over magnesium sulfate an... Run in CO (methanol). Conditions: time 1 hour. Yields the product BrC1=C(N=C2N1C=CC=C2OCC2=C(C(=CC=C2Cl)N(C)C(CNC(COC)=O)=O)Cl)C (3-bromo-8-[2,6-dichloro-3-[N-(methoxyacetylglycyl)-N-methylamino]benzyloxy]-2-methylimidazo[1,2-a]pyridine). Isolated yield 67.1%. The reactants are BrC1=C(N=C2N1C=CC=C2OCC2=C(C(=CC=C2Cl)N(C)C(CNC(COS(=O)(=O)C)=O)=O)Cl)C (3-bromo-8-[2,6-dichloro-3-[N-(N-mesyloxyacetylglycyl)-N-methylamino]benzyloxy]-2-methylimidazo[1,2-a]pyridine), C[O-].[Na+] (sodium methoxide), O (water), C[O-].[Na+] (Sodium methoxide). RXN SMILES: [Br:1][C:2]1[N:6]2[CH:7]=[CH:8][CH:9]=[C:10]([O:11][CH2:12][C:13]3[C:18]([Cl:19])=[CH:17][CH:16]=[C:15]([N:20]([C:22](=[O:33])[CH2:23][NH:24][C:25](=[O:32])[CH2:26][O:27]S(C)(=O)=O)[CH3:21])[C:14]=3[Cl:34])[C:5]2=[N:4][C:3]=1[CH3:35].[CH3:36][O-].[Na+].O>CO>[Br:1][C:2]1[N:6]2[CH:7]=[CH:8][CH:9]=[C:10]([O:11][CH2:12][C:13]3[C:18]([Cl:19])=[CH:17][CH:16]=[C:15]([N:20]([C:22](=[O:33])[CH2:23][NH:24][C:25](=[O:32])[CH2:26][O:27][CH3:36])[CH3:21])[C:14]=3[Cl:34])[C:5]2=[N:4][C:3]=1[CH3:35] |f:1.2|.